This data is from the Open Reaction Database (ORD), a public repository of structured organic reaction records. The task is: describe an organic reaction: reactants, conditions, products, and yield Reactants: CC(=O)OC1(C)C(COC(=O)c2ccccc2)OC(n2cnc3c(Cl)ncnc32)C1(C)F, CCO, NC1CCCCCC1, O. Yields the product CC(=O)OC1(C)C(COC(=O)c2ccccc2)OC(n2cnc3c(NC4CCCCCC4)ncnc32)C1(C)F. Reaction SMILES: [C:1]([c:2]1[cH:3][cH:4][cH:5][cH:6][cH:7]1)(=[O:8])[O:9][CH2:10][CH:11]1[O:12][CH:13]([n:23]2[c:24]3[n:25][cH:26][n:27][c:28]([Cl:32])[c:29]3[n:30][cH:31]2)[C:14]([CH3:21])([F:22])[C:15]1([CH3:16])[O:17][C:18]([CH3:19])=[O:20].[CH3:42][CH2:43][OH:44].[CH:33]1([NH2:40])[CH2:34][CH2:35][CH2:36][CH2:37][CH2:38][CH2:39]1.[OH2:41]>>[C:1]([c:2]1[cH:3][cH:4][cH:5][cH:6][cH:7]1)(=[O:8])[O:9][CH2:10][CH:11]1[O:12][CH:13]([n:23]2[c:24]3[n:25][cH:26][n:27][c:28]([NH:40][CH:33]4[CH2:34][CH2:35][CH2:36][CH2:37][CH2:38][CH2:39]4)[c:29]3[n:30][cH:31]2)[C:14]([CH3:21])([F:22])[C:15]1([CH3:16])[O:17][C:18]([CH3:19])=[O:20].